From a dataset of the Open Reaction Database (ORD), a public repository of structured organic reaction records. describe an organic reaction: reactants, conditions, products, and yield Reactants: C(C1=CC=CC=C1)OC1=C(C=CC=C1)C1(C(NC(N1)=O)=O)C1=C(C=CC=C1)OCC1=CC=CC=C1 (5,5-bis(2-benzyloxyphenyl)hydantoin). Reagents/catalysts: [C].[Pd] (palladium-carbon). Run in O1CCOCC1 (dioxane). Reaction conditions: temperature 80 celsius. Product: OC1=C(C=CC=C1)C1(C(NC(N1)=O)=O)C1=C(C=CC=C1)O (5,5-bis(2-hydroxyphenyl)hydantoin). Reaction SMILES: C([O:8][C:9]1[CH:14]=[CH:13][CH:12]=[CH:11][C:10]=1[C:15]1([C:22]2[CH:27]=[CH:26][CH:25]=[CH:24][C:23]=2[O:28]CC2C=CC=CC=2)[NH:19][C:18](=[O:20])[NH:17][C:16]1=[O:21])C1C=CC=CC=1>[C].[Pd].O1CCOCC1>[OH:8][C:9]1[CH:14]=[CH:13][CH:12]=[CH:11][C:10]=1[C:15]1([C:22]2[CH:27]=[CH:26][CH:25]=[CH:24][C:23]=2[OH:28])[NH:19][C:18](=[O:20])[NH:17][C:16]1=[O:21] |f:1.2|. Reported procedure: 11.0 Grams of 5,5-bis(2-benzyloxyphenyl)hydantoin (Example 12) were reduced in 150 ml. of dioxane in the presence of 2 g of palladium-carbon catalyst in an autoclave under a hydrogen pressure of 10 Kg/cm2 at room temperature. After completion of the hydrogen absorption, the whole was heated at 80° C. under a hydrogen pressure of 10 Kg/cm2 for about 5 hours. The reaction liquid was subjected to filtration to remove the catalyst and concentrated under reduced pressure and the resulting precipitate...